From a dataset of the Open Reaction Database (ORD), a public repository of structured organic reaction records. describe an organic reaction: reactants, conditions, products, and yield The reactants are COC(=O)C1CC(C#N)(c2ccc(OC)cc2)CCC1=O, CC(=O)O, O, O=S(=O)(O)O. Yields the product COc1ccc(C2(C#N)CCC(=O)CC2)cc1. Reaction SMILES: [C:1](#[N:2])[C:3]1([c:14]2[cH:15][cH:16][c:17]([O:20][CH3:21])[cH:18][cH:19]2)[CH2:4][CH2:5][C:6](=[O:13])[CH:7]([C:9]([O:10][CH3:11])=[O:12])[CH2:8]1.[CH3:22][C:23](=[O:24])[OH:25].[OH2:31].[S:26](=[O:27])(=[O:28])([OH:29])[OH:30]>>[C:1](#[N:2])[C:3]1([c:14]2[cH:15][cH:16][c:17]([O:20][CH3:21])[cH:18][cH:19]2)[CH2:4][CH2:5][C:6](=[O:13])[CH2:7][CH2:8]1. Reported procedure: 1.8 g of methyl 4,5-dihydro-7-oxo-8-phenyl-7H-thieno[2,3-a]quinolizine-10-carboxylate are dissolved in 32 ml of chloroform, whereupon the solution was treated at 0° with 0.55 ml of bromine in 1 ml of chloroform and stirred at room temperature overnight. After washing with 2N sodium hydroxide solution and saturated sodium chloride solution, drying over magnesium sulfate and evaporation, the residue in toluene/ethyl acetate (4:1) was chromatographed on silica gel. There was obtained pure methyl 2-... Solvent: C(Cl)(Cl)Cl (chloroform), C(Cl)(Cl)Cl (chloroform). Starting materials: O=C1N2CCC3=C(C2=C(C=C1C1=CC=CC=C1)C(=O)OC)SC=C3 (methyl 4,5-dihydro-7-oxo-8-phenyl-7H-thieno[2,3-a]quinolizine-10-carboxylate), BrBr (bromine). Yields the product BrC1=CC2=C(C3=C(C=C(C(N3CC2)=O)C2=CC=CC=C2)C(=O)OC)S1 (methyl 2-bromo-4,5-dihydro-7-oxo-8-phenyl-7H-thieno[2,3-a]quinolizine-10-carboxylate). RXN SMILES: [O:1]=[C:2]1[C:11]([C:12]2[CH:17]=[CH:16][CH:15]=[CH:14][CH:13]=2)=[CH:10][C:9]([C:18]([O:20][CH3:21])=[O:19])=[C:8]2[N:3]1[CH2:4][CH2:5][C:6]1[CH:24]=[CH:23][S:22][C:7]=12.[Br:25]Br>C(Cl)(Cl)Cl>[Br:25][C:23]1[S:22][C:7]2[C:8]3[N:3]([CH2:4][CH2:5][C:6]=2[CH:24]=1)[C:2](=[O:1])[C:11]([C:12]1[CH:17]=[CH:16][CH:15]=[CH:14][CH:13]=1)=[CH:10][C:9]=3[C:18]([O:20][CH3:21])=[O:19]. Reaction conditions: time 8 hour. Starting materials: O1CCOC12CCC(CC2)=O (1,4-dioxaspiro[4.5]decan-8-one), Cl.NO (hydroxylamine hydrochloride), C([O-])([O-])=O.[Na+].[Na+] (sodium carbonate). Run in O (water). Conditions: time 40 minute. Product: O1CCOC12CCC(CC2)=NO (1,4-dioxaspiro[4.5]decan-8-one oxime). The yield is 397.2%. Reaction SMILES: [O:1]1[C:5]2([CH2:10][CH2:9][C:8](=O)[CH2:7][CH2:6]2)[O:4][CH2:3][CH2:2]1.Cl.[NH2:13][OH:14].C(=O)([O-])[O-].[Na+].[Na+]>O>[O:1]1[C:5]2([CH2:10][CH2:9][C:8](=[N:13][OH:14])[CH2:7][CH2:6]2)[O:4][CH2:3][CH2:2]1 |f:1.2,3.4.5|. Procedure details: To a mixture of 1,4-dioxaspiro[4.5]decan-8-one (50.3 g, 322.1 mmol) and hydroxylamine hydrochloride (89.5 g, 100.3 mmol) in water (450 mL) was added portionwise sodium carbonate (102.4 g, 966.2 mmol). The reaction mixture was stirred for 40 minutes at room temperature then extracted with ethyl acetate. The organic layer was washed with brine, dried over magnesium sulfate, filtered and concentrated in vacuo to give 68.2 g of crude 1,4-dioxaspiro[4.5]decan-8-one oxime. Starting materials: CO (methanol), BrC1=C(C(=NC(=C1Cl)F)NC(C)(C)C)F (4-bromo-2-(t-butylamino)-5-chloro-3,6-difluoropyridine). The reagents and catalysts are [Pd] (palladium on carbon). Solvent: C(C)N(CC)CC (triethylamine). Run at time 5 day. Product: C(C)(C)(C)NC1=NC(=C(C=C1F)Cl)F (2-(t-butylamino)-5-chloro-3,6-difluoropyridine). The yield is 98.6%. RXN SMILES: CO.Br[C:4]1[C:9]([Cl:10])=[C:8]([F:11])[N:7]=[C:6]([NH:12][C:13]([CH3:16])([CH3:15])[CH3:14])[C:5]=1[F:17]>[Pd].C(N(CC)CC)C>[C:13]([NH:12][C:6]1[C:5]([F:17])=[CH:4][C:9]([Cl:10])=[C:8]([F:11])[N:7]=1)([CH3:16])([CH3:14])[CH3:15]. Reported procedure: To 30 ml of methanol were added 12.8 g of 4-bromo-2-(t-butylamino)-5-chloro-3,6-difluoropyridine and 2.5 g of triethylamine together with 0.57 g of 10% palladium on carbon, and the mixture was hydrogenated at 50° C. for 5 days. The catalyst was separated by filtration, and the solvent and the like were distilled off under reduced pressure. To the residue was added 80 ml of chloroform, and the mixture was washed with 70 ml of distilled water, and the chloroform layer was dried over anhydrous magn... Starting materials: COC(=O)CC(=O)OC, C[O-], CO, [Na+], Cc1ccccc1C. The product is COC(=O)C1C(=O)COC1=O. As a reaction SMILES: [C:1]([CH2:2][C:3](=[O:4])[O:5][CH3:6])(=[O:7])[O:8][CH3:9].[CH3:10][O-:11].[CH3:21][OH:22].[Na+:12].[c:13]1([CH3:14])[c:15]([CH3:16])[cH:17][cH:18][cH:19][cH:20]1>>[C:1]([CH:2]1[C:3](=[O:4])[O:5][CH2:6][C:10]1=[O:11])(=[O:7])[O:8][CH3:9].